Task: describe an organic reaction: reactants, conditions, products, and yield. Dataset: the Open Reaction Database (ORD), a public repository of structured organic reaction records Reactants: O (water), C(C=1C(O)=CC=C(O)C1)(=O)OC (methyl gentisate), C([O-])([O-])=O.[K+].[K+] (potassium carbonate), C(C1=CC=CC=C1)Cl (benzyl chloride). Solvent: S1(=O)(=O)CCCC1 (sulpholane). Conditions: temperature 100 celsius. The product is C(C1=CC=CC=C1)OC1=CC=C(C(C(=O)OC)=C1)O (methyl 5-benzyloxysalicylate). Yield: 41.5%. RXN SMILES: [C:1]([O:11][CH3:12])(=[O:10])[C:2]1[C:3](=[CH:5][CH:6]=[C:7]([CH:9]=1)[OH:8])[OH:4].C(=O)([O-])[O-].[K+].[K+].[CH2:19](Cl)[C:20]1[CH:25]=[CH:24][CH:23]=[CH:22][CH:21]=1.O>S1(CCCC1)(=O)=O>[CH2:19]([O:8][C:7]1[CH:9]=[C:2]([C:1]([O:11][CH3:12])=[O:10])[C:3]([OH:4])=[CH:5][CH:6]=1)[C:20]1[CH:25]=[CH:24][CH:23]=[CH:22][CH:21]=1 |f:1.2.3|. Reported procedure: A mixture of methyl gentisate (16.8 g) and anhydrous potassium carbonate (7.0 g) in dry sulpholane (150 ml) was treated, with stirring, with benzyl chloride (12.7 g), and the mixture was stirred and heated at 100° C. for 4 hours. The mixture was then poured into water (800 ml) and the separated solid was filtered off and recrystallized from ethanol (with the aid of charcoal) to give methyl 5-benzyloxysalicylate (10.7 g), m.p. 108°-112° C. This ester (9.2 g) was heated at 150° C. for 3 hours with... Starting materials: CC(C)(C)OC(=O)N1CCC2C(C1)c1cc(Br)cc3c1N2CCS3, COc1ccc(B(O)O)c(C)c1. Product: COc1ccc(-c2cc3c4c(c2)C2CN(C(=O)OC(C)(C)C)CCC2N4CCS3)c(C)c1. Reaction SMILES: [C:1]([CH3:2])([CH3:3])([CH3:4])[O:5][C:6](=[O:7])[N:8]1[CH2:9][CH:10]2[CH:11]([N:12]3[c:13]4[c:14]([cH:15][c:16]([Br:19])[cH:17][c:18]42)[S:20][CH2:21][CH2:22]3)[CH2:23][CH2:24]1.[CH3:25][c:26]1[c:27]([B:34]([OH:35])[OH:36])[cH:28][cH:29][c:30]([O:32][CH3:33])[cH:31]1>>[C:1]([CH3:2])([CH3:3])([CH3:4])[O:5][C:6](=[O:7])[N:8]1[CH2:9][CH:10]2[CH:11]([N:12]3[c:13]4[c:14]([cH:15][c:16](-[c:27]5[c:26]([CH3:25])[cH:31][c:30]([O:32][CH3:33])[cH:29][cH:28]5)[cH:17][c:18]42)[S:20][CH2:21][CH2:22]3)[CH2:23][CH2:24]1.